From a dataset of the Open Reaction Database (ORD), a public repository of structured organic reaction records. describe an organic reaction: reactants, conditions, products, and yield The reactants are COC(C1=C(C=C(C(=C1)[N+](=O)[O-])NC1CCCCC1)C)=O (4-cyclohexylamino-2-methyl-5-nitrobenzoic acid methyl ester), Cl.COC([C@@H](N)CC1=CNC2=CC=C(C=C12)O)=O (5-hydroxy-(S)-tryptophan methyl ester hydrochloride), ClC1=CC(=C(C(=O)O)C=C1)C (4-chloro-2-methylbenzoic acid). The product is C1(CCCCC1)N1C(=NC2=C1C=C(C(=C2)C(=O)O)C)C2=COC=C2 (1-Cyclohexyl-2-furan-3-yl-6-methyl-1H-benzimidazole-5-carboxylic acid), C1(CCCCC1)N1C(=NC2=C1C=C(C(=C2)C(=O)N[C@H](C(=O)O)CC2=CNC1=CC=C(C=C21)O)C)C2=COC=C2 ((S)-2-{[1-(1-Cyclohexyl-2-furan-3-yl-6-methyl-1H-benzimidazol-5-yl)-methanoyl]-amino}-3-(5-hydroxy-1H-indol-3-yl)-propionic acid). Reaction SMILES: C[O:2][C:3](=[O:21])[C:4]1[CH:9]=[C:8]([N+:10]([O-])=O)[C:7]([NH:13][CH:14]2[CH2:19][CH2:18][CH2:17][CH2:16][CH2:15]2)=[CH:6][C:5]=1[CH3:20].ClC1C=[CH:30][C:26]([C:27](O)=[O:28])=[C:25](C)[CH:24]=1.Cl.C[O:35][C:36](=[O:50])[C@H:37]([CH2:39][C:40]1[C:48]2[C:43](=[CH:44][CH:45]=[C:46]([OH:49])[CH:47]=2)[NH:42][CH:41]=1)[NH2:38]>>[CH:14]1([N:13]2[C:7]3[CH:6]=[C:5]([CH3:20])[C:4]([C:3]([OH:2])=[O:21])=[CH:9][C:8]=3[N:10]=[C:30]2[C:26]2[CH:25]=[CH:24][O:28][CH:27]=2)[CH2:19][CH2:18][CH2:17][CH2:16][CH2:15]1.[CH:14]1([N:13]2[C:7]3[CH:6]=[C:5]([CH3:20])[C:4]([C:3]([NH:38][C@@H:37]([CH2:39][C:40]4[C:48]5[C:43](=[CH:44][CH:45]=[C:46]([OH:49])[CH:47]=5)[NH:42][CH:41]=4)[C:36]([OH:35])=[O:50])=[O:21])=[CH:9][C:8]=3[N:10]=[C:30]2[C:26]2[CH:25]=[CH:24][O:28][CH:27]=2)[CH2:15][CH2:16][CH2:17][CH2:18][CH2:19]1 |f:2.3|. Reported procedure: 1-Cyclohexyl-2-furan-3-yl-6-methyl-1H-benzimidazole-5-carboxylic acid was prepared from 4-cyclohexylamino-2-methyl-5-nitrobenzoic acid methyl ester (Example 151) as described for the 4-methyl derivative (Example 151). The acid was coupled to 5-hydroxy-(S)-tryptophan methyl ester hydrochloride in the usual manner and following saponification of the methyl ester and purification by preparative C18 reversed-phase HPLC, the title compound of example 154 was obtained. Product: C1=CC=C(C=2SC3=C(C21)C=CC=C3)[Li] (dibenzo[b,d]thiophen-4-yl lithium). Reported procedure: Into a solution of dibenzo[b,d]thiophene (4.80 g, 26.1 mmol) in ether (70 mL) was added n-butyllithium solution in hexane (2.5 M, 9.48 mL, 23.70 mmol) dropwise at −78° C., and the solution was allowed to warm to room temperature and then heated at 35° C. oil bath for 2 h to yield a red solution of dibenzo[b,d]thiophen-4-yl lithium. RXN SMILES: [CH:1]1[C:9]2[C:8]3[CH:10]=[CH:11][CH:12]=[CH:13][C:7]=3[S:6][C:5]=2[CH:4]=[CH:3][CH:2]=1.C([Li:18])CCC.CCCCCC>CCOCC>[CH:1]1[C:9]2[C:8]3[CH:10]=[CH:11][CH:12]=[CH:13][C:7]=3[S:6][C:5]=2[C:4]([Li:18])=[CH:3][CH:2]=1. The solvent is CCOCC (ether). Reactants: C1=CC=CC=2SC3=C(C21)C=CC=C3 (dibenzo[b,d]thiophene), C(CCC)[Li] (n-butyllithium), CCCCCC (hexane). The reactants are C[Si](C)(C)CCOC1OC(COCc2ccccc2)C(O)C(OCc2ccccc2)C1N1C(=O)c2ccccc2C1=O, CC(=O)OC(C)=O, c1ccncc1. Product: CC(=O)OC1C(COCc2ccccc2)OC(OCC[Si](C)(C)C)C(N2C(=O)c3ccccc3C2=O)C1OCc1ccccc1. RXN SMILES: [CH2:1]([c:2]1[cH:3][cH:4][cH:5][cH:6][cH:7]1)[O:8][CH:9]1[CH:10]([N:32]2[C:33](=[O:42])[c:34]3[c:35]([cH:38][cH:39][cH:40][cH:41]3)[C:36]2=[O:37])[CH:11]([O:12][CH2:13][CH2:14][Si:15]([CH3:16])([CH3:17])[CH3:18])[O:19][CH:20]([CH2:23][O:24][CH2:25][c:26]2[cH:27][cH:28][cH:29][cH:30][cH:31]2)[CH:21]1[OH:22].[CH3:43][C:44](=[O:45])[O:46][C:47](=[O:48])[CH3:49].[cH:50]1[cH:51][cH:52][n:53][cH:54][cH:55]1>>[CH2:1]([c:2]1[cH:3][cH:4][cH:5][cH:6][cH:7]1)[O:8][CH:9]1[CH:10]([N:32]2[C:33](=[O:42])[c:34]3[c:35]([cH:38][cH:39][cH:40][cH:41]3)[C:36]2=[O:37])[CH:11]([O:12][CH2:13][CH2:14][Si:15]([CH3:16])([CH3:17])[CH3:18])[O:19][CH:20]([CH2:23][O:24][CH2:25][c:26]2[cH:27][cH:28][cH:29][cH:30][cH:31]2)[CH:21]1[O:22][C:44]([CH3:43])=[O:45]. The reactants are OCC(c1ccc(Cl)cc1)C1CC1, CC(C)OC(=O)N=NC(=O)OC(C)C, C1CCOC1, c1ccc(P(c2ccccc2)c2ccccc2)cc1, O=C(O)Cc1cccs1. Yields the product O=C(Cc1cccs1)OCC(c1ccc(Cl)cc1)C1CC1. Reaction SMILES: [CH:34]1([CH:37]([CH2:38][OH:39])[c:40]2[cH:41][cH:42][c:43]([Cl:46])[cH:44][cH:45]2)[CH2:35][CH2:36]1.[O:20]=[C:21]([O:22][CH:23]([CH3:24])[CH3:25])[N:26]=[N:27][C:28]([O:29][CH:30]([CH3:31])[CH3:32])=[O:33].[O:56]1[CH2:57][CH2:58][CH2:59][CH2:60]1.[c:1]1([P:2]([c:3]2[cH:4][cH:5][cH:6][cH:7][cH:8]2)[c:9]2[cH:10][cH:11][cH:12][cH:13][cH:14]2)[cH:15][cH:16][cH:17][cH:18][cH:19]1.[s:47]1[c:48]([CH2:52][C:53](=[O:54])[OH:55])[cH:49][cH:50][cH:51]1>>[CH:34]1([CH:37]([CH2:38][O:39][C:53]([CH2:52][c:48]2[s:47][cH:51][cH:50][cH:49]2)=[O:54])[c:40]2[cH:41][cH:42][c:43]([Cl:46])[cH:44][cH:45]2)[CH2:35][CH2:36]1. The reactants are BrC1=NC=C(C=C1)Br (2,5 dibromopyridine), C(C1=CC=CC=C1)=O (Benzaldehyde), [Li]CCCC (BuLi). Solvent: C1(=CC=CC=C1)C (toluene), C1(=CC=CC=C1)C (toluene). Reaction conditions: temperature -70 celsius. Product: BrC=1C=CC(=NC1)C(O)C1=CC=CC=C1 ((5-bromopyridin-2-yl)(phenyl)methanol). RXN SMILES: Br[C:2]1[CH:7]=[CH:6][C:5]([Br:8])=[CH:4][N:3]=1.[Li]CCCC.[CH:14](=[O:21])[C:15]1[CH:20]=[CH:19][CH:18]=[CH:17][CH:16]=1>C1(C)C=CC=CC=1>[Br:8][C:5]1[CH:6]=[CH:7][C:2]([CH:14]([C:15]2[CH:20]=[CH:19][CH:18]=[CH:17][CH:16]=2)[OH:21])=[N:3][CH:4]=1. Reported procedure: 2,5 dibromopyridine (15.0 g, 63.3 mmol) was added to toluene (450 ml) and it was cooled at −70° C. BuLi (1.6 M in hexanes)(41 ml, 66.5 mmol, 1.05 eg) was added dropwise over 1 hour, then reaction mixture was stirred at −70° C. for another hour. Benzaldehyde (7.4 g, 69.6 mmol, 1.1 eg) dissolved in toluene (5 mL) was added slowly. The mixture was stirred at −70° C. for 30 min., then warmed to 0° C. Quenched with Sat NH4Cl (200 mL) and phases partitioned. Aqueous phase was extracted with EtOAc (100... Starting materials: COC(\C=C\C1=CC=C(C=C1)CNCCC1=CNC2=CC=CC=C12)=O (3-(4-{[2-(1H-indol-3-yl)-ethylamino]-methyl}phenyl)-(2E)-2-propenoic acid methyl ester), ON (HONH2), [OH-].[K+] (KOH), [OH-].[K+] (KOH), ON.Cl (HONH2.HCl), C(=O)=O (dry ice). The solvent is CO (MeOH), CO (MeOH), CO (MeOH), CO (MeOH). Run at time 8 hour. Yields the product ONC(\C=C\C1=CC=C(C=C1)CNCCC1=CNC2=CC=CC=C12)=O (N-Hydroxy-3-[4-[[[2-(1H-indol-3-yl)-ethyl]-amino]methyl]phenyl]-2E-2-propenamide). Reaction SMILES: [OH-:1].[K+].O[NH2:4].Cl.C[O:7][C:8](=O)/[CH:9]=[CH:10]/[C:11]1[CH:16]=[CH:15][C:14]([CH2:17][NH:18][CH2:19][CH2:20][C:21]2[C:29]3[C:24](=[CH:25][CH:26]=[CH:27][CH:28]=3)[NH:23][CH:22]=2)=[CH:13][CH:12]=1.ON.C(=O)=O>CO>[OH:1][NH:4][C:8](=[O:7])/[CH:9]=[CH:10]/[C:11]1[CH:16]=[CH:15][C:14]([CH2:17][NH:18][CH2:19][CH2:20][C:21]2[C:29]3[C:24](=[CH:25][CH:26]=[CH:27][CH:28]=3)[NH:23][CH:22]=2)=[CH:13][CH:12]=1 |f:0.1,2.3|. Procedure: 4-Formylcinnamic acid methylester is produced by adding 4-formylcinnamic acid (25 g, 0.143 mol) in MeOH and HCl (6.7 g, 0.18 mol). The resulting suspension is heated to reflux for 3 hours, cooled and evaporated to dryness. The resulting yellow solid is dissolved In EtOAc, the solution washed with saturated NaHCO3, dried (MgSO4) and evaporated to give a pale yellow solid which is used without further purification (25.0 g, 92%). To a solution of tryptamine (16.3 g, 100 mmol) and 4-formylcinnamic a... Reactants: C(C)OC=1C=C(CN2CCC(CC2)NC2=NC=C(C(=O)O)C(=C2)C(F)(F)F)C=CC1O (6-[1-(3-Ethoxy-4-hydroxy-benzyl)-piperidin-4-ylamino]-4-trifluoromethyl-nicotinic acid), Cl.Cl.COC(C1=CN=C(C=C1C(F)(F)F)NC1CCNCC1)=O (6-(piperidin-4-ylamino)-4-trifluoromethyl-nicotinic acid methyl ester dihydrochloride), Cl.Cl.COC(C1=CN=C(C=C1C(F)(F)F)NC1CCNCC1)=O (6-(piperidin-4-ylamino)-4-trifluoromethyl-nicotinic acid methyl ester dihydrochloride), COC1=C(C=C(C=O)C=C1)OCCC (4-methoxy-3-propoxy-benzaldehyde). Yields the product COC1=C(C=C(CN2CCC(CC2)NC2=NC=C(C(=O)O)C(=C2)C(F)(F)F)C=C1)OCCC (6-[1-(4-Methoxy-3-propoxy-benzyl)-piperidin-4-ylamino]-4-trifluoromethyl-nicotinic acid). Reaction SMILES: C(OC1C=C(C=CC=1O)C[N:8]1[CH2:13][CH2:12][CH:11]([NH:14][C:15]2[CH:23]=[C:22]([C:24]([F:27])([F:26])[F:25])[C:18]([C:19]([OH:21])=[O:20])=[CH:17][N:16]=2)[CH2:10][CH2:9]1)C.Cl.Cl.COC(=O)C1C(C(F)(F)F)=CC(NC2CCNCC2)=NC=1.[CH3:55][O:56][C:57]1[CH:64]=[CH:63][C:60]([CH:61]=O)=[CH:59][C:58]=1[O:65][CH2:66][CH2:67][CH3:68]>>[CH3:55][O:56][C:57]1[CH:64]=[CH:63][C:60]([CH2:61][N:8]2[CH2:13][CH2:12][CH:11]([NH:14][C:15]3[CH:23]=[C:22]([C:24]([F:26])([F:25])[F:27])[C:18]([C:19]([OH:21])=[O:20])=[CH:17][N:16]=3)[CH2:10][CH2:9]2)=[CH:59][C:58]=1[O:65][CH2:66][CH2:67][CH3:68] |f:1.2.3|. Reported procedure: The title compound was prepared in analogy to the synthesis of 6-[1-(3-ethoxy-4-hydroxy-benzyl)-piperidin-4-ylamino]-4-trifluoromethyl-nicotinic acid (example 201) from 6-(piperidin-4-ylamino)-4-trifluoromethyl-nicotinic acid methyl ester dihydrochloride (intermediate B7) and 4-methoxy-3-propoxy-benzaldehyde (intermediate E11) in a yield of 16.4 mg (23%). MS (ISP): 468.3 [M+H]+.